Dataset: the Open Reaction Database (ORD), a public repository of structured organic reaction records. Task: describe an organic reaction: reactants, conditions, products, and yield Reactants: [Li]CCCC.CCCCCC (nBuLi hexane), CC1=C(C=O)C=CC=C1 (2-methylbenzaldehyde), C1(C=CCCCC1)=O (cycloheptenone), C1(=CC=CC=C1)P(C1=CC=CC=C1)C1=CC=CC=C1 (triphenylphosphine), O(S(=O)(=O)C(F)(F)F)[Si](C)(C)C(C)(C)C (tert-butyldimethylsilyl triflate). The solvent is C1CCOC1 (THF). Run at time 30 minute. The product is C(C)(C)(C)[Si](OC1=CC(CCCC1)=CC1=C(C=CC=C1)C)(C)C (tert-Butyl(dimethyl){[3-(2-methylbenzylidene)-1-cyclohepten-1-yl]oxy}silane). As a reaction SMILES: [C:1]1(=[O:8])[CH2:7][CH2:6][CH2:5][CH2:4][CH:3]=[CH:2]1.C1(P(C2C=CC=CC=2)C2C=CC=CC=2)C=CC=CC=1.O([Si:36]([C:39]([CH3:42])([CH3:41])[CH3:40])([CH3:38])[CH3:37])S(C(F)(F)F)(=O)=O.[Li]CCCC.CCCCCC.[CH3:54][C:55]1[CH:62]=[CH:61][CH:60]=[CH:59][C:56]=1[CH:57]=O>C1COCC1>[C:39]([Si:36]([CH3:38])([CH3:37])[O:8][C:1]1[CH2:7][CH2:6][CH2:5][CH2:4][C:3](=[CH:54][C:55]2[CH:62]=[CH:61][CH:60]=[CH:59][C:56]=2[CH3:57])[CH:2]=1)([CH3:42])([CH3:41])[CH3:40] |f:3.4|. Reported procedure: To a solution of cycloheptenone (71.7 mmol) in 220 ml of anhydrous THF there are added, in succession, triphenylphosphine (72.6 mmol) and then, dropwise, tert-butyldimethylsilyl triflate (72.3 mmol), and the whole is stirred at room temperature for 1 hour 30 minutes. The mixture is then brought to −78° C., and a solution of nBuLi/hexane (72 mmol) is added slowly, followed 30 minutes later by 2-methylbenzaldehyde (72.03 mmol). The whole is stirred at that temperature for 30 minutes, and then with... Run at time 44 hour. The solvent is CN(C)C=O (DMF). Procedure: Combine the product of step A (12.2 g) with sodium azide (3.9 g) in DMF (200 ml). Stir 44 hours, extract with ethyl acetate, wash with water, dry the organic layer over MgSO4 and concentrate. Dissolve the resultant residue in ethanol (150 ml), add 5.0 g 10Pd/C and hydrogenate at 3 atm for 4 hours. Filter and concentrate the filtrate to obtain 2-(2-aminoethyl)-6-chloro-3,4-dihydro-1,1-dioxo-7-sulfamoyl-1,2,4-benzothiadiazine. Starting materials: BrCCN1S(C2=C(NC1)C=C(C(=C2)S(N)(=O)=O)Cl)(=O)=O (2-(2-bromoethyl)-6-chloro-3,4-dihydro-1,1-dioxo-7-sulfamoyl-1,2,4-benzothiadiazine), [N-]=[N+]=[N-].[Na+] (sodium azide). Product: NCCN1S(C2=C(NC1)C=C(C(=C2)S(N)(=O)=O)Cl)(=O)=O (2-(2-aminoethyl)-6-chloro-3,4-dihydro-1,1-dioxo-7-sulfamoyl-1,2,4-benzothiadiazine). RXN SMILES: Br[CH2:2][CH2:3][N:4]1[CH2:9][NH:8][C:7]2[CH:10]=[C:11]([Cl:18])[C:12]([S:14](=[O:17])(=[O:16])[NH2:15])=[CH:13][C:6]=2[S:5]1(=[O:20])=[O:19].[N-:21]=[N+]=[N-].[Na+]>CN(C=O)C>[NH2:21][CH2:2][CH2:3][N:4]1[CH2:9][NH:8][C:7]2[CH:10]=[C:11]([Cl:18])[C:12]([S:14](=[O:17])(=[O:16])[NH2:15])=[CH:13][C:6]=2[S:5]1(=[O:20])=[O:19] |f:1.2|. Reactants: CO, O=CNc1ccccc1C1(O)CCC1C1CC1, [K+], [OH-]. Yields the product Nc1ccccc1C1(O)CCC1C1CC1. As a reaction SMILES: [CH3:20][OH:21].[CH:1]1([CH:4]2[C:5]([OH:8])([c:9]3[c:10]([NH:15][CH:16]=[O:17])[cH:11][cH:12][cH:13][cH:14]3)[CH2:6][CH2:7]2)[CH2:2][CH2:3]1.[K+:19].[OH-:18]>>[CH:1]1([CH:4]2[C:5]([OH:8])([c:9]3[c:10]([NH2:15])[cH:11][cH:12][cH:13][cH:14]3)[CH2:6][CH2:7]2)[CH2:2][CH2:3]1. The reactants are CCOC(C)=O, CNC, CCCCCC, CN1CCCC1=O, C1CCOC1, O=C(O)c1ccccc1-c1ccc(C(=O)N2Cc3ccc(C(=O)NCc4cccnc4)n3Cc3ccccc32)cc1. The product is CN(C)C(=O)c1ccccc1-c1ccc(C(=O)N2Cc3ccc(C(=O)NCc4cccnc4)n3Cc3ccccc32)cc1. Reaction SMILES: [C:56]([O:57][CH2:58][CH3:59])(=[O:60])[CH3:61].[CH3:42][NH:43][CH3:44].[CH3:50][CH2:51][CH2:52][CH2:53][CH2:54][CH3:55].[CH3:62][N:63]1[CH2:64][CH2:65][CH2:66][C:67]1=[O:68].[O:45]1[CH2:46][CH2:47][CH2:48][CH2:49]1.[n:1]1[cH:2][c:3]([CH2:7][NH:8][C:9](=[O:10])[c:11]2[cH:12][cH:13][c:14]3[n:20]2[CH2:19][c:18]2[c:17]([cH:24][cH:23][cH:22][cH:21]2)[N:16]([C:25](=[O:26])[c:27]2[cH:28][cH:29][c:30](-[c:33]4[c:34]([C:39](=[O:40])[OH:41])[cH:35][cH:36][cH:37][cH:38]4)[cH:31][cH:32]2)[CH2:15]3)[cH:4][cH:5][cH:6]1>>[n:1]1[cH:2][c:3]([CH2:7][NH:8][C:9](=[O:10])[c:11]2[cH:12][cH:13][c:14]3[n:20]2[CH2:19][c:18]2[c:17]([cH:24][cH:23][cH:22][cH:21]2)[N:16]([C:25](=[O:26])[c:27]2[cH:28][cH:29][c:30](-[c:33]4[c:34]([C:39](=[O:41])[N:43]([CH3:42])[CH3:44])[cH:35][cH:36][cH:37][cH:38]4)[cH:31][cH:32]2)[CH2:15]3)[cH:4][cH:5][cH:6]1. Reactants: N1C(N2CCCC3=CC=CC1=C23)=S (5,6-dihydro-4H-imidazo[4,5,1-ij]-quinoline-2(1H)-thione), [OH-].[Na+] (sodium hydroxide), Cl.ClCC1=NC2=CC=CC=C2C=C1 (2-(chloromethyl)quinoline hydrochloride). Run in C(C)O (ethanol). The product is N1=C(C=CC2=CC=CC=C12)CSC1=NC=2C=CC=C3CCCN1C23 (5,6-dihydro-2-(quinolin-2-ylmethylthio)-4H-imidazo[4,5,1-ij]quinoline). Yield: 55.4%. Reaction SMILES: [NH:1]1[C:11]2=[C:12]3[C:7](=[CH:8][CH:9]=[CH:10]2)[CH2:6][CH2:5][CH2:4][N:3]3[C:2]1=[S:13].[OH-].[Na+].Cl.Cl[CH2:18][C:19]1[CH:28]=[CH:27][C:26]2[C:21](=[CH:22][CH:23]=[CH:24][CH:25]=2)[N:20]=1>C(O)C>[N:20]1[C:21]2[C:26](=[CH:25][CH:24]=[CH:23][CH:22]=2)[CH:27]=[CH:28][C:19]=1[CH2:18][S:13][C:2]1[N:3]2[C:12]3[C:7]([CH2:6][CH2:5][CH2:4]2)=[CH:8][CH:9]=[CH:10][C:11]=3[N:1]=1 |f:1.2,3.4|. Procedure details: A solution of 5,6-dihydro-4H-imidazo[4,5,1-ij]-quinoline-2(1H)-thione (2.02 g, 11.6 mmol) in ethanol (25 ml) and 1N-sodium hydroxide was treated with 2-(chloromethyl)quinoline hydrochloride (2.48 g, 11.6 mmol) heated to reflux, cooled to room temperature, and the ethanol removed by evaporation in vacuo. The aqueous mixture was filtered and the precipitate washed with water (5×50 ml), dried in vacuo, and recrystallised from cyclohexane - EtOAc to give 5,6-dihydro-2-(quinolin-2-ylmethylthio)-4H-im... The reactants are BrC1=CC=C(C=C1)C=1N(C(N=CC1)C1=C(C=CC=C1F)F)O (4-(4-bromophenyl)-2-(2,6-difluorophenyl)-3-hydroxypyrimidine), O=P(Cl)(Cl)Cl (POCl3), [OH-].[Na+] (NaOH). Run in O (water). Run at temperature 110 celsius, time 1 hour. Product: BrC1=CC=C(C=C1)C=1N(C(N=CC1)C1=C(C=CC=C1F)F)Cl (4-(4-bromophenyl)-2-(2,6-difluorophenyl)-3-chloropyrimidine), compound 3.354. RXN SMILES: [Br:1][C:2]1[CH:7]=[CH:6][C:5]([C:8]2[N:9](O)[CH:10]([C:14]3[C:19]([F:20])=[CH:18][CH:17]=[CH:16][C:15]=3[F:21])[N:11]=[CH:12][CH:13]=2)=[CH:4][CH:3]=1.O=P(Cl)(Cl)[Cl:25].[OH-].[Na+]>O>[Br:1][C:2]1[CH:7]=[CH:6][C:5]([C:8]2[N:9]([Cl:25])[CH:10]([C:14]3[C:19]([F:20])=[CH:18][CH:17]=[CH:16][C:15]=3[F:21])[N:11]=[CH:12][CH:13]=2)=[CH:4][CH:3]=1 |f:2.3|. Procedure: 23.2 g of 4-(4-bromophenyl)-2-(2,6-difluorophenyl)-3-hydroxypyrimidine and 100 ml of POCl3 are mixed and stirred for one hour at 110° C. The reaction mixture is slowly poured into a solution of 250 g of NaOH (solid) in water, and filtered. After dissolving the precipitate in ethyl acetate, drying with magnesium sulfate, filtering and concentrating, the title compound is obtained with a melting point of 146-148° C. (compound 3.354). Starting materials: CCO, CCOC(=O)COCCCCCCNS(=O)(=O)c1ccc(Cl)cc1, [Na+], [OH-]. Product: O=C(O)COCCCCCCNS(=O)(=O)c1ccc(Cl)cc1. Reaction SMILES: [CH3:27][CH2:28][OH:29].[Cl:1][c:2]1[cH:3][cH:4][c:5]([S:8](=[O:9])(=[O:10])[NH:11][CH2:12][CH2:13][CH2:14][CH2:15][CH2:16][CH2:17][O:18][CH2:19][C:20](=[O:21])[O:22][CH2:23][CH3:24])[cH:6][cH:7]1.[Na+:26].[OH-:25]>>[Cl:1][c:2]1[cH:3][cH:4][c:5]([S:8](=[O:9])(=[O:10])[NH:11][CH2:12][CH2:13][CH2:14][CH2:15][CH2:16][CH2:17][O:18][CH2:19][C:20](=[O:21])[OH:22])[cH:6][cH:7]1. Starting materials: B, CC(C)(C)OC(=O)NC1CC=CCC1NC(=O)OC(C)(C)C, CSC, [Na+], C1CCOC1, [OH-], OO. Product: CC(C)(C)OC(=O)NC1CCC(O)CC1NC(=O)OC(C)(C)C. Reaction SMILES: [BH3:26].[C:1]([CH3:2])([CH3:3])([CH3:4])[O:5][C:6](=[O:7])[NH:8][CH:9]1[CH:10]([NH:15][C:16](=[O:17])[O:18][C:19]([CH3:20])([CH3:21])[CH3:22])[CH2:11][CH:12]=[CH:13][CH2:14]1.[CH3:23][S:24][CH3:25].[Na+:28].[O:31]1[CH2:32][CH2:33][CH2:34][CH2:35]1.[OH-:27].[OH:29][OH:30]>>[C:1]([CH3:2])([CH3:3])([CH3:4])[O:5][C:6](=[O:7])[NH:8][CH:9]1[CH:10]([NH:15][C:16](=[O:17])[O:18][C:19]([CH3:20])([CH3:21])[CH3:22])[CH2:11][CH2:12][CH:13]([OH:27])[CH2:14]1. Reactants: [OH-].[Na+] (sodium hydroxide), C1(=CC=CC=C1)C (toluene), CNN (monomethylhydrazine), DFAAE-toluene. Solvent: O (water), O (water). Run at temperature -10 celsius. Yields the product N1N=CC=C1.C1(=CC=CC=C1)C (pyrazole toluene). As a reaction SMILES: [OH-].[Na+].[C:3]1([CH3:9])[CH:8]=[CH:7][CH:6]=[CH:5][CH:4]=1.C[NH:11][NH2:12]>O>[NH:11]1[CH:9]=[CH:3][CH:4]=[N:12]1.[C:3]1([CH3:9])[CH:8]=[CH:7][CH:6]=[CH:5][CH:4]=1 |f:0.1,5.6|. Procedure details: A 2000-ml three-neck flask was equipped with a dropping funnel and a thermometer and sealed under a nitrogen balloon. Into this flask, 36.0 g of water, 6.4 g of sodium hydroxide, 400 ml of toluene and 24.0 g (0.52 mol) of monomethylhydrazine were placed. The resulting solution was cooled, with stirring, to −10° C. or lower in a low-temperature thermostat whose temperature was set to −15° C. Then, 375 g of the water-washed DFAAE-toluene solution (DFAAE: 0.11 mol) was gradually dropped into the fl... The reactants are C1(=CC=CC=C1)S(=O)(=O)N1C=C(C=2C1=CN=CC2)C2=CNC1=NC=C(C=C12)C=1C=NN(C1)C (1-benzenesulfonyl-3-[5-(1-methyl-1H-pyrazol-4-yl)-1H-pyrrolo[2,3-b]pyridin-3-yl]-1H-pyrrolo[2,3-c]pyridine), C([O-])([O-])=O.[Cs+].[Cs+] (caesium carbonate). The solvent is C(C(F)(F)F)O (trifluoroethanol), C1CCOC1 (THF). Conditions: temperature 65 celsius, time 18 hour. Product: CN1N=CC(=C1)C=1C=C2C(=NC1)NC=C2C2=CNC1=CN=CC=C12 (3-[5-(1-methyl-1H-pyrazol-4-yl)-1H-pyrrolo[2,3-b]pyridin-3-yl]-1 H-pyrrolo[2,3-c]pyridine). As a reaction SMILES: C1(S([N:10]2[C:14]3=[CH:15][N:16]=[CH:17][CH:18]=[C:13]3[C:12]([C:19]3[C:27]4[C:22](=[N:23][CH:24]=[C:25]([C:28]5[CH:29]=[N:30][N:31]([CH3:33])[CH:32]=5)[CH:26]=4)[NH:21][CH:20]=3)=[CH:11]2)(=O)=O)C=CC=CC=1.C(=O)([O-])[O-].[Cs+].[Cs+]>C(O)C(F)(F)F.C1COCC1>[CH3:33][N:31]1[CH:32]=[C:28]([C:25]2[CH:26]=[C:27]3[C:19]([C:12]4[C:13]5[C:14](=[CH:15][N:16]=[CH:17][CH:18]=5)[NH:10][CH:11]=4)=[CH:20][NH:21][C:22]3=[N:23][CH:24]=2)[CH:29]=[N:30]1 |f:1.2.3|. Procedure: A suspension of 112 mg (0.25 mmol) of 1-benzenesulfonyl-3-[5-(1-methyl-1H-pyrazol-4-yl)-1H-pyrrolo[2,3-b]pyridin-3-yl]-1H-pyrrolo[2,3-c]pyridine (“A14”) and 261 mg (0.74 mmol) of caesium carbonate in 1 ml of trifluoroethanol and 2 ml of THF is stirred at 65° C. for 18 hours. The reaction mixture is evaporated, and the residue is chromatographed on a silica-gel column with dichloromethane/methanol as eluent: 3-[5-(1-methyl-1H-pyrazol-4-yl)-1H-pyrrolo[2,3-b]pyridin-3-yl]-1H-pyrrolo[2,3-c]pyridine ...